From a dataset of the Open Reaction Database (ORD), a public repository of structured organic reaction records. describe an organic reaction: reactants, conditions, products, and yield Yields the product C(C)(C)(C)C1=CC=C(C=C1)C1=CC=C(C=C1)OCC(CCCCCC)C1=CC=C(C(=O)NCCC(=O)O)C=C1 (racemic 3-{4-[1-(4′-tert-Butyl-biphenyl-4-yloxymethyl)-heptyl]-benzoylamino}-propionic acid). RXN SMILES: [C:1]([C:5]1[CH:10]=[CH:9][C:8]([C:11]2[CH:16]=[CH:15][C:14]([OH:17])=[CH:13][CH:12]=2)=[CH:7][CH:6]=1)([CH3:4])([CH3:3])[CH3:2].C[O:19][C:20](=[O:41])[CH2:21][CH2:22][NH:23][C:24](=[O:40])[C:25]1[CH:30]=[CH:29][C:28]([CH:31]([CH2:38]O)[CH2:32][CH2:33][CH2:34][CH2:35][CH2:36][CH3:37])=[CH:27][CH:26]=1>>[C:1]([C:5]1[CH:10]=[CH:9][C:8]([C:11]2[CH:12]=[CH:13][C:14]([O:17][CH2:38][CH:31]([C:28]3[CH:27]=[CH:26][C:25]([C:24]([NH:23][CH2:22][CH2:21][C:20]([OH:41])=[O:19])=[O:40])=[CH:30][CH:29]=3)[CH2:32][CH2:33][CH2:34][CH2:35][CH2:36][CH3:37])=[CH:15][CH:16]=2)=[CH:7][CH:6]=1)([CH3:4])([CH3:2])[CH3:3]. Reported procedure: The title compound is prepared by essentially following the procedures as described in Example 8, using 4′-tert-butyl-biphenyl-4-ol and 3-[4-(1-hydroxymethyl-heptyl)-benzoylamino]-propionic acid methyl ester as starting materials. MS (ES): 528.3 [M+H]−. Starting materials: C(C)(C)(C)C1=CC=C(C=C1)C1=CC=C(C=C1)O (4′-tert-butyl-biphenyl-4-ol), COC(CCNC(C1=CC=C(C=C1)C(CCCCCC)CO)=O)=O (3-[4-(1-hydroxymethyl-heptyl)-benzoylamino]-propionic acid methyl ester). Starting materials: C1CCOC1, CO, [N-]=[N+]=NC1CCCc2cc3c(cc21)CCN(C(=O)C(F)(F)F)C3, [Na+], [OH-], O. The product is [N-]=[N+]=NC1CCCc2cc3c(cc21)CCNC3. RXN SMILES: [CH2:26]1[O:27][CH2:28][CH2:29][CH2:30]1.[CH3:31][OH:32].[N:1](=[N+:2]=[N-:3])[CH:4]1[CH2:5][CH2:6][CH2:7][c:8]2[c:9]1[cH:10][c:11]1[c:16]([cH:17]2)[CH2:15][N:14]([C:18](=[O:19])[C:20]([F:21])([F:22])[F:23])[CH2:13][CH2:12]1.[Na+:25].[OH-:24].[OH2:33]>>[N:1](=[N+:2]=[N-:3])[CH:4]1[CH2:5][CH2:6][CH2:7][c:8]2[c:9]1[cH:10][c:11]1[c:16]([cH:17]2)[CH2:15][NH:14][CH2:13][CH2:12]1. Starting materials: CC(=O)[O-], CC(=O)O, Fc1cc(C(F)(F)F)ccc1C=Cc1nc(CCl)co1, [Na+]. The product is OCc1coc(C=Cc2ccc(C(F)(F)F)cc2F)n1. RXN SMILES: [CH3:22][C:23]([O-:24])=[O:25].[CH3:26][C:27](=[O:28])[OH:29].[Cl:1][CH2:2][c:3]1[n:4][c:5]([CH:8]=[CH:9][c:10]2[c:11]([F:20])[cH:12][c:13]([C:16]([F:17])([F:18])[F:19])[cH:14][cH:15]2)[o:6][cH:7]1.[Na+:21]>>[CH2:2]([c:3]1[n:4][c:5]([CH:8]=[CH:9][c:10]2[c:11]([F:20])[cH:12][c:13]([C:16]([F:17])([F:18])[F:19])[cH:14][cH:15]2)[o:6][cH:7]1)[OH:24]. Starting materials: Cc1cc(C(=O)NC2CCN(C(=O)OC(C)(C)C)CC2)cnc1C#N, Cl, C1COCCO1. Product: Cc1cc(C(=O)NC2CCNCC2)cnc1C#N. RXN SMILES: [C:1]([O:2][C:3](=[O:4])[N:8]1[CH2:9][CH2:10][CH:11]([NH:14][C:15](=[O:16])[c:17]2[cH:18][n:19][c:20]([C:24]#[N:25])[c:21]([CH3:23])[cH:22]2)[CH2:12][CH2:13]1)([CH3:5])([CH3:6])[CH3:7].[ClH:26].[O:27]1[CH2:28][CH2:29][O:30][CH2:31][CH2:32]1>>[NH:8]1[CH2:9][CH2:10][CH:11]([NH:14][C:15](=[O:16])[c:17]2[cH:18][n:19][c:20]([C:24]#[N:25])[c:21]([CH3:23])[cH:22]2)[CH2:12][CH2:13]1.